From a dataset of the Open Reaction Database (ORD), a public repository of structured organic reaction records. describe an organic reaction: reactants, conditions, products, and yield Reactants: ClC=1C=C(C(=O)OO)C=CC1 (3-Chloroperoxybenzoic acid), COC1=CC=C(C=C1)C1=CC=C(C=C1)S(=O)(=O)NC(C(=O)OC)C(C=C)OCC1=CC=CC=C1 (methyl 2-[(4′-methoxy[1,1′-biphenyl]-4-yl)sulfonyl]amino-3-phenylmethoxy-4-pentenoate), ClC=1C=C(C(=O)OO)C=CC1 (3-chloroperoxybenzoic acid). Solvent: C([O-])(O)=O.[Na+] (sodium bicarbonate), C(Cl)Cl (methylene chloride), C([O-])(O)=O.[Na+] (sodium bicarbonate), O (water), C([O-])(O)=O.[Na+] (sodium bicarbonate), C(Cl)Cl (methylene chloride). Conditions: time 2 hour. Yields the product COC1=CC=C(C=C1)C1=CC=C(C=C1)S(=O)(=O)NC(C(=O)OC)C(C1CO1)OCC1=CC=CC=C1 (Methyl 2-[(4′-methoxy[1,1′-biphenyl]-4-yl)sulfonyl]amino-3-phenylmethoxy-4,5-epoxypentanoate). Reaction SMILES: [CH3:1][O:2][C:3]1[CH:8]=[CH:7][C:6]([C:9]2[CH:14]=[CH:13][C:12]([S:15]([NH:18][CH:19]([CH:24]([O:27][CH2:28][C:29]3[CH:34]=[CH:33][CH:32]=[CH:31][CH:30]=3)[CH:25]=[CH2:26])[C:20]([O:22][CH3:23])=[O:21])(=[O:17])=[O:16])=[CH:11][CH:10]=2)=[CH:5][CH:4]=1.ClC1C=C(C=CC=1)C(OO)=[O:40]>C(Cl)Cl.C(=O)(O)[O-].[Na+].O>[CH3:1][O:2][C:3]1[CH:4]=[CH:5][C:6]([C:9]2[CH:10]=[CH:11][C:12]([S:15]([NH:18][CH:19]([CH:24]([O:27][CH2:28][C:29]3[CH:34]=[CH:33][CH:32]=[CH:31][CH:30]=3)[CH:25]3[O:40][CH2:26]3)[C:20]([O:22][CH3:23])=[O:21])(=[O:16])=[O:17])=[CH:13][CH:14]=2)=[CH:7][CH:8]=1 |f:3.4|. Procedure: The methyl 2-[(4′-methoxy[1,1′-biphenyl]-4-yl)sulfonyl]amino-3-phenylmethoxy-4-pentenoate 63d (1.23 g, 2.48 mmol) is dissolved in methylene chloride (9 mL) and sodium bicarbonate (252 mg), in water (4 mL), then the reaction is cooled to 0° C. 3-Chloroperoxybenzoic acid is added slowly and the reaction is stirred for two hours. The substrate is still present so additional 3-chloroperoxybenzoic acid is added (1 g) along with 175 mg sodium bicarbonate and the reaction is stirred overnight. The mixt...